Dataset: the Open Reaction Database (ORD), a public repository of structured organic reaction records. Task: describe an organic reaction: reactants, conditions, products, and yield Reactants: C1(=CC=CC=C1)C1SC[C@H](N1)C1=CC=CC=C1 ((2RS,4R)-2,4-diphenylthiazolidine), CC=1C=C(C=CC1)NC(NCC(=O)O)=O (2-[3-(3-methylphenyl)ureido]acetic acid), C1(CCCCC1)N=C=NC1CCCCC1 (N,N'-dicyclohexylcarbodiimide). Solvent: C(C)#N (acetonitrile). Product: CC=1C=C(C=CC1)NC(NCC(=O)S1C(N[C@@H](C1)C1=CC=CC=C1)C1=CC=CC=C1)=O ((2RS,4R)-1-{2-[3-(3-methylphenyl)ureido]acetyl}-2,4-diphenylthiazolidine). Yield: 45.5%. As a reaction SMILES: [C:1]1([CH:7]2[NH:11][C@H:10]([C:12]3[CH:17]=[CH:16][CH:15]=[CH:14][CH:13]=3)[CH2:9][S:8]2)[CH:6]=[CH:5][CH:4]=[CH:3][CH:2]=1.[CH3:18][C:19]1[CH:20]=[C:21]([NH:25][C:26](=[O:32])[NH:27][CH2:28][C:29](O)=[O:30])[CH:22]=[CH:23][CH:24]=1.C1(N=C=NC2CCCCC2)CCCCC1>C(#N)C>[CH3:18][C:19]1[CH:20]=[C:21]([NH:25][C:26](=[O:32])[NH:27][CH2:28][C:29]([SH:8]2[CH2:9][C@@H:10]([C:12]3[CH:13]=[CH:14][CH:15]=[CH:16][CH:17]=3)[NH:11][CH:7]2[C:1]2[CH:6]=[CH:5][CH:4]=[CH:3][CH:2]=2)=[O:30])[CH:22]=[CH:23][CH:24]=1. Procedure: By proceeding in a fashion similar to that described in Example 41 §A, but starting from 1.2 g of (2RS,4R)-2,4-diphenylthiazolidine, 1.04 g of 2-[3-(3-methylphenyl)ureido]acetic acid and 1.03 g of N,N'-dicyclohexylcarbodiimide in 15 cm3 of acetonitrile, and after treatment, 0.98 g of (2RS,4R)-1-{2-[3-(3-methylphenyl)ureido]acetyl}-2,4-diphenylthiazolidine is obtained in the form of a meringue-like product. Reaction SMILES: S([O:8][S:9]([C:12]([F:15])([F:14])[F:13])(=[O:11])=[O:10])(C(F)(F)F)(=O)=O.[F:16][CH:17]([F:20])[CH2:18]O.C([O-])(O)=O.[Na+]>C(OCC)C>[F:15][C:12]([F:13])([F:14])[S:9]([O:8][CH2:18][CH:17]([F:20])[F:16])(=[O:10])=[O:11] |f:2.3|. Yield: 64.1%. Starting materials: S(=O)(=O)(C(F)(F)F)OS(=O)(=O)C(F)(F)F (Triflic anhydride), FC(CO)F (2,2-Difluoroethanol), C(=O)(O)[O-].[Na+] (NaHCO3). Procedure details: Triflic anhydride (27.9 g, 99.1 mmol) was placed in a flask and cooled with an ice bath. 2,2-Difluoroethanol (8.1 g, 99.1 mmol) was added and the reaction was heated to 84° C. for 1 hour. The reaction, was cooled in an ice bath and poured into 100 ml cold 5% NaHCO3 solution. The mixture was attracted with diethyl ether, dried over MgSO4, and concentrated under reduced pressure to remove the ether. The residue was vacuum distilled to give 2,2-difluoroethyl trifluoromethanesulfonate as a clear liq... The solvent is C(C)OCC (diethyl ether). Product: FC(S(=O)(=O)OCC(F)F)(F)F (2,2-difluoroethyl trifluoromethanesulfonate). Reaction conditions: temperature 84 celsius. The reactants are BrC=1C=NC=C(C(=O)OCC)C1C (Ethyl 5-bromo-4-methylnicotinate), [Li+].CC(C)[N-]C(C)C (LDA), C(C=C)(=O)OC (methyl acrylate), CC(=O)O (AcOH). Run in C1CCOC1 (THF), C1CCOC1 (THF). Reaction conditions: time 20 minute. Product: BrC1=CN=CC=2C(C(CCC12)C(=O)OC)=O (Methyl 4-bromo-8-oxo-5,6,7,8-tetrahydroisoquinoline-7-carboxylate). The yield is 95.3%. Reaction SMILES: [Br:1][C:2]1[CH:3]=[N:4][CH:5]=[C:6]([C:12]=1[CH3:13])[C:7]([O:9]CC)=O.[Li+].CC([N-]C(C)C)C.[C:22]([O:26][CH3:27])(=[O:25])[CH:23]=[CH2:24].CC(O)=O>C1COCC1>[Br:1][C:2]1[C:12]2[CH2:13][CH2:24][CH:23]([C:22]([O:26][CH3:27])=[O:25])[C:7](=[O:9])[C:6]=2[CH:5]=[N:4][CH:3]=1 |f:1.2|. Reported procedure: Ethyl 5-bromo-4-methylnicotinate (7.04 g, 28.8 mmol) in THF (28.8 mL) was added over a period of 20 min to a solution of LDA (31.7 mmol) [generated from N,N-diisopropylamine (4.52 mL, 31.7 mmol) and n-butyllithium (19.8 mL, 31.7 mmol, 1.6M in hexane) in THF (144 mL)] at −78° C. The resulting dark red solution was stirred for 20 min, then methyl acrylate (6.5 mL, 72.1 mmol) in THF (28.8 mL) was added over 15 min. The reaction was stirred an additional 1.5 h, then aq. 10% AcOH (57.8 mL, 101 mmol) ... The reactants are three, CC(=C)C1=CC(=CC=C1)C(C)(C)N=C=O (M-TMI), N1=C(N)N=C(N)N=C1N (melamine). Solvent: CS(=O)C (DMSO), CS(=O)C (DMSO), CS(=O)C (DMSO). Conditions: time 80 minute. Yields the product CC(=C)C1=CC(=CC=C1)C(C)(C)N=C=O.N1=C(N)N=C(N)N=C1N (M-TMI MELAMINE). As a reaction SMILES: [N:1]1[C:8]([NH2:9])=[N:7][C:5]([NH2:6])=[N:4][C:2]=1[NH2:3].[CH3:10][C:11]([C:13]1[CH:18]=[CH:17][CH:16]=[C:15]([C:19]([N:22]=[C:23]=[O:24])([CH3:21])[CH3:20])[CH:14]=1)=[CH2:12]>CS(C)=O>[CH3:12][C:11]([C:13]1[CH:18]=[CH:17][CH:16]=[C:15]([C:19]([N:22]=[C:23]=[O:24])([CH3:20])[CH3:21])[CH:14]=1)=[CH2:10].[N:1]1[C:8]([NH2:9])=[N:7][C:5]([NH2:6])=[N:4][C:2]=1[NH2:3] |f:3.4|. Reported procedure: In a 2 liter three neck glass reactor equipped with agitator, thermometer, reflux condenser, nitrogen inlet and dropping funnel, 252 g (2 moles) of melamine was dispersed in 800 ml of DMSO (Dimethylsulfoxide) under vigorous agitation. A solution of 423 g (2.1 moles) of M-TMI in 200 ml DMSO was added to the slurry at 110°-113° C. in 3.5 hours. The reaction temperature was maintained for an additional hour. To maintain efficient agitation, the thickening slurry was diluted several times during the...